Dataset: the Open Reaction Database (ORD), a public repository of structured organic reaction records. Task: describe an organic reaction: reactants, conditions, products, and yield Reactants: C(C)(=O)OC(C)=O (Acetic anhydride), COC1=C(C(=C(C(=C1C)C)OC)C)CC\C(=C/CO)\C ((Z)-5-(2,5-dimethoxy-3,4,6-trimethylphenyl)-3-methyl-2-penten-1-ol), ice. The reagents and catalysts are CN(C1=CC=NC=C1)C (4-dimethylaminopyridine). The solvent is N1=CC=CC=C1 (pyridine). Run at time 20 minute. Yields the product C(C)(=O)OC\C=C(/CCC1=C(C(=C(C(=C1C)OC)C)C)OC)\C ((Z)-5-(2,5-dimethoxy-3,4,6-trimethylphenyl)-3-methyl-2-pentenyl acetate). RXN SMILES: [C:1]([O:4][C:5](=[O:7])[CH3:6])(=O)[CH3:2].[CH3:8][O:9][C:10]1[C:15]([CH3:16])=[C:14]([CH3:17])[C:13]([O:18][CH3:19])=[C:12]([CH3:20])[C:11]=1[CH2:21][CH2:22]/[C:23](/C)=[CH:24]\CO>N1C=CC=CC=1.CN(C)C1C=CN=CC=1>[C:5]([O:4][CH2:1]/[CH:2]=[C:23](/[CH3:24])\[CH2:22][CH2:21][C:11]1[C:12]([CH3:20])=[C:13]([O:18][CH3:19])[C:14]([CH3:17])=[C:15]([CH3:16])[C:10]=1[O:9][CH3:8])(=[O:7])[CH3:6]. Reported procedure: Acetic anhydride (0.2 ml) was dissolved at 0° C. in pyridine (10 ml) together with (Z)-5-(2,5-dimethoxy-3,4,6-trimethylphenyl)-3-methyl-2-penten-1-ol (0.39 g; 1.4 mmol). A spatula tip of 4-dimethylaminopyridine was added and the reaction mixture was left at 0° C. for 20 minutes. Thereafter, the mixture was poured into 150 ml of ice-cold 2N hydrochloric acid and extracted with ether. The extracts were washed with water, dried briefly and freed from solvent, yielding 0.39 g of (Z)-5-(2,5-dimethoxy... Starting materials: NC1=NC2=C(C=3C=C(C=NC13)CCC1=C(C=C(C(=O)Cl)C=C1)C)C=CC=C2 (4-(2-(5-aminobenzo[f][1,7]naphthyridin-2-yl)ethyl)-3-methylbenzoyl chloride), CN(CCNC)C (N1,N1,N2-trimethylethane-1,2-diamine). The product is NC1=NC2=C(C=3C=C(C=NC13)CCC1=C(C=C(C(=O)N(C)CCN(C)C)C=C1)C)C=CC=C2 (4-(2-(5-Aminobenzo[f][1,7]naphthyridin-2-yl)ethyl)-N-(2-(dimethylamino)ethyl)-N,3-dimethylbenzamide). As a reaction SMILES: [NH2:1][C:2]1[C:11]2[N:10]=[CH:9][C:8]([CH2:12][CH2:13][C:14]3[CH:22]=[CH:21][C:17]([C:18](Cl)=[O:19])=[CH:16][C:15]=3[CH3:23])=[CH:7][C:6]=2[C:5]2[CH:24]=[CH:25][CH:26]=[CH:27][C:4]=2[N:3]=1.[CH3:28][N:29]([CH3:34])[CH2:30][CH2:31][NH:32][CH3:33]>>[NH2:1][C:2]1[C:11]2[N:10]=[CH:9][C:8]([CH2:12][CH2:13][C:14]3[CH:22]=[CH:21][C:17]([C:18]([N:32]([CH2:31][CH2:30][N:29]([CH3:34])[CH3:28])[CH3:33])=[O:19])=[CH:16][C:15]=3[CH3:23])=[CH:7][C:6]=2[C:5]2[CH:24]=[CH:25][CH:26]=[CH:27][C:4]=2[N:3]=1. Reported procedure: 4-(2-(5-Aminobenzo[f][1,7]naphthyridin-2-yl)ethyl)-N-(2-(dimethylamino)ethyl)-N,3-dimethylbenzamide was prepared from 4-(2-(5-aminobenzo[f][1,7]naphthyridin-2-yl)ethyl)-3-methylbenzoyl chloride (Example 116/Step 2) and N1,N1,N2-trimethylethane-1,2-diamine following the procedures described for Example 117. 1H NMR (methanol-d4): δ 8.84 (s, 1H), 8.63 (s, 1H), 8.39 (d, 1H), 7.76-7.83 (m, 2H), 7.60-7.64 (m, 1H), 7.37 (s, 1H), 7.19-7.29 (m, 2H), 3.96 (t, 2H), 3.48 (t, 2H), 3.32 (t, 2H), 3.20 (t, 2H),... The reactants are ClCCCl, CCN1CCOCC1, CC1CNCCN1S(=O)(=O)c1ccc(Cl)cc1, ClCCl, Cl, O=C(O)c1ccc(N2CCOCC2)nc1, O, O, On1nnc2ccccc21. The product is CC1CN(C(=O)c2ccc(N3CCOCC3)nc2)CCN1S(=O)(=O)c1ccc(Cl)cc1. Reaction SMILES: [CH2:19]([Cl:20])[CH2:21][Cl:22].[CH2:49]([N:50]1[CH2:51][CH2:52][O:53][CH2:54][CH2:55]1)[CH3:56].[Cl:2][c:3]1[cH:4][cH:5][c:6]([S:9](=[O:10])(=[O:11])[N:12]2[CH:13]([CH3:18])[CH2:14][NH:15][CH2:16][CH2:17]2)[cH:7][cH:8]1.[Cl:57][CH2:58][Cl:59].[ClH:1].[O:34]1[CH2:35][CH2:36][N:37]([c:40]2[cH:41][cH:42][c:43]([C:46](=[O:47])[OH:48])[cH:44][n:45]2)[CH2:38][CH2:39]1.[OH2:33].[OH2:60].[OH:23][n:24]1[c:25]2[c:26]([cH:27][cH:28][cH:29][cH:30]2)[n:31][n:32]1>>[Cl:2][c:3]1[cH:4][cH:5][c:6]([S:9](=[O:10])(=[O:11])[N:12]2[CH:13]([CH3:18])[CH2:14][N:15]([C:46]([c:43]3[cH:42][cH:41][c:40]([N:37]4[CH2:36][CH2:35][O:34][CH2:39][CH2:38]4)[n:45][cH:44]3)=[O:47])[CH2:16][CH2:17]2)[cH:7][cH:8]1. Starting materials: O (Water), C([O-])([O-])=O.[K+].[K+] (potassium carbonate), ICC(C)(C)C (1-iodo-2,2-dimethylpropane), O=S1(N=C2N(CC1)C=CC=C2C2=CC=C(C=C2)O)=O (4-(2,2-dioxido-3,4-dihydropyrido[2,1-c][1,2,4]thiadiazin-9-yl)phenol). Run in CS(=O)C (DMSO). Run at temperature 150 celsius, time 1 hour. Product: CC(COC1=CC=C(C=C1)C1=CC=CN2C1=NS(CC2)(=O)=O)(C)C (9-[4-(2,2-dimethylpropoxy)phenyl]-3,4-dihydropyrido[2,1-c][1,2,4]thiadiazine 2,2-dioxide). Yield: 72.6%. Reaction SMILES: C(=O)([O-])[O-].[K+].[K+].I[CH2:8][C:9]([CH3:12])([CH3:11])[CH3:10].[O:13]=[S:14]1(=[O:31])[CH2:19][CH2:18][N:17]2[CH:20]=[CH:21][CH:22]=[C:23]([C:24]3[CH:29]=[CH:28][C:27]([OH:30])=[CH:26][CH:25]=3)[C:16]2=[N:15]1.O>CS(C)=O>[CH3:10][C:9]([CH3:12])([CH3:11])[CH2:8][O:30][C:27]1[CH:26]=[CH:25][C:24]([C:23]2[C:16]3=[N:15][S:14](=[O:31])(=[O:13])[CH2:19][CH2:18][N:17]3[CH:20]=[CH:21][CH:22]=2)=[CH:29][CH:28]=1 |f:0.1.2|. Procedure details: A mixture of potassium carbonate (300 mg), 1-iodo-2,2-dimethylpropane (430 mg) and 4-(2,2-dioxido-3,4-dihydropyrido[2,1-c][1,2,4]thiadiazin-9-yl)phenol (200 mg) in DMSO (5 mL) was stirred at 150° C. for 1 hr. Water was added to give a precipitate. The precipitate was collected by filtration and washed with Et2O-water. The precipitate was crystallized from CH3CN—IPE to give the title compound (182 mg) as a white solid. Reactants: CC(C)Br, O=C(O)C1Cc2ccccc2CN1, CCO, [Na+], [OH-]. Yields the product CC(C)N1Cc2ccccc2CC1C(=O)O. As a reaction SMILES: [Br:14][CH:15]([CH3:16])[CH3:17].[CH2:1]1[NH:2][CH:3]([C:11](=[O:12])[OH:13])[CH2:4][c:5]2[cH:6][cH:7][cH:8][cH:9][c:10]21.[CH3:20][CH2:21][OH:22].[Na+:19].[OH-:18]>>[CH2:1]1[N:2]([CH:15]([CH3:16])[CH3:17])[CH:3]([C:11](=[O:12])[OH:13])[CH2:4][c:5]2[cH:6][cH:7][cH:8][cH:9][c:10]21.